From a dataset of the Open Reaction Database (ORD), a public repository of structured organic reaction records. describe an organic reaction: reactants, conditions, products, and yield Reactants: COc1cc(C(=O)O)cc(OC)c1OC, COC(=O)c1ccc(N)cc1. The reagents and catalysts are CCN=C=NCCCN(C)C.Cl (EDC-HCl), C1=CC2=C(C=C1Cl)N(N=N2)O (6-Cl-HOBT). Run in CN(C)C=O (DMF), CN(C)C=O (DMF), CN(C)C=O (DMF), CN(C)C=O (DMF), CN(C)C=O (DMF), CN(C)C=O (DMF). Conditions: temperature 25 celsius, time 2 hour. Yields the product COC(=O)c1ccc(NC(=O)c2cc(OC)c(OC)c(OC)c2)cc1. The yield is 57.6%. Reaction SMILES: COC(=O)c1ccc(N)cc1.COc1cc(C(=O)O)cc(OC)c1OC.CCN=C=NCCCN(C)C.Cl.C1=CC2=C(C=C1Cl)N(N=N2)O.CN(C)C=O>>COC(=O)c1ccc(NC(=O)c2cc(OC)c(OC)c(OC)c2)cc1. The reactants are [C-]#N.[K+] (potassium cyanide), C1=CC=C2C(=C1)C(C3=CC=CC=C3O2)O (xanthydrol), O (water). Solvent: C(C)(=O)O (acetic acid). Run at temperature 60 celsius, time 2 hour. Yields the product C(#N)C1C2=CC=CC=C2OC=2C=CC=CC12 (9-cyano-xanthene). Isolated yield 79.9%. As a reaction SMILES: [C-:1]#[N:2].[K+].[CH:4]1[CH:9]=[C:8]2[CH:10](O)[C:11]3[C:16]([O:17][C:7]2=[CH:6][CH:5]=1)=[CH:15][CH:14]=[CH:13][CH:12]=3.O>C(O)(=O)C>[C:1]([CH:10]1[C:11]2[CH:12]=[CH:13][CH:14]=[CH:15][C:16]=2[O:17][C:7]2[C:8]1=[CH:9][CH:4]=[CH:5][CH:6]=2)#[N:2] |f:0.1|. Procedure details: 17.5 g (0.268 mol) of potassium cyanide are added in portions to a solution, heated at 50° C., of 24.2g (0.122 mol) of xanthydrol in 420 ml of acetic acid. The reaction mixture is subsequently stirred at 60° C. for 2 hours and then cooled, poured onto 400 ml of water and extracted with ethyl acetate/hexane=1:1. The organic phases are washed with water, combined, dried over sodium sulfate and concentrated on a vacuum rotary evaporator. Chromatography of the residue over silica gel using the mobil... The reactants are O=C1CCC2(CC1)OCCO2, Cc1ccccc1, CC(C)=O, Cl, O, Cc1ccc(S(=O)(=O)O)cc1, c1ccc(N2CCNCC2)nc1. Product: O=C1CCC(N2CCN(c3ccccn3)CC2)CC1. RXN SMILES: [CH2:1]1[O:2][C:4]2([O:3][CH2:11]1)[CH2:5][CH2:6][C:7](=[O:10])[CH2:8][CH2:9]2.[CH3:36][c:37]1[cH:38][cH:39][cH:40][cH:41][cH:42]1.[CH3:44][C:45](=[O:46])[CH3:47].[ClH:43].[OH2:35].[c:24]1([CH3:25])[cH:26][cH:27][c:28]([S:29]([OH:30])(=[O:31])=[O:32])[cH:33][cH:34]1.[n:12]1[c:13]([N:18]2[CH2:19][CH2:20][NH:21][CH2:22][CH2:23]2)[cH:14][cH:15][cH:16][cH:17]1>>[CH:4]1([N:21]2[CH2:20][CH2:19][N:18]([c:13]3[n:12][cH:17][cH:16][cH:15][cH:14]3)[CH2:23][CH2:22]2)[CH2:5][CH2:6][C:7](=[O:10])[CH2:8][CH2:9]1. The reactants are corresponding acid, Cl (hydrochloric acid), O(C1=CC=CC=C1)C=1SC(=CN1)CO ((2-phenoxy-5-thiazolyl)-methanol), CC1([C@@H]([C@H]1C=C(C)C)C(=O)Cl)C ((1R,3R) 2,2-dimethyl-3-(2-methyl-1-propenyl)-cyclopropane-1-carboxylic acid chloride), CCOCC (ether). Solvent: C1=CC=CC=C1 (benzene), N1=CC=CC=C1 (pyridine). Conditions: temperature 20 celsius, time 17 hour. Product: CC1([C@@H]([C@H]1C=C(C)C)C(=O)OCC1=CN=C(S1)OC1=CC=CC=C1)C ((2-phenoxy-5-thiazolyl)-methyl (1R,3R) 2,2-dimethyl-3-(2-methyl-1-propenyl)-cyclopropane-1-carboxylate). Reaction SMILES: [O:1]([C:8]1[S:9][C:10]([CH2:13][OH:14])=[CH:11][N:12]=1)[C:2]1[CH:7]=[CH:6][CH:5]=[CH:4][CH:3]=1.[CH3:15][C:16]1([CH3:26])[C@H:18]([CH:19]=[C:20]([CH3:22])[CH3:21])[C@H:17]1[C:23](Cl)=[O:24].Cl.CCOCC>C1C=CC=CC=1.N1C=CC=CC=1>[CH3:15][C:16]1([CH3:26])[C@H:18]([CH:19]=[C:20]([CH3:21])[CH3:22])[C@H:17]1[C:23]([O:14][CH2:13][C:10]1[S:9][C:8]([O:1][C:2]2[CH:3]=[CH:4][CH:5]=[CH:6][CH:7]=2)=[N:12][CH:11]=1)=[O:24]. Procedure details: 2.07 g of (2-phenoxy-5-thiazolyl)-methanol were added to a solution of (1R,3R) 2,2-dimethyl-3-(2-methyl-1-propenyl)-cyclopropane-1-carboxylic acid chloride prepared from 1.68 g of the corresponding acid in 30 ml of benzene and 1.7 ml of pyridine were slowly added thereto at 10° C. The mixture was stirred at 20° C. for 17 hours and was poured into dilute aqueous hydrochloric acid. The decanted aqueous phase was extractedwith ether and the combined organic phases were washed with water, dried and ... The reactants are C(CC)O (n-propanol), S1CCN(CC1)C1=NC(=CC2=C(C=CC=C12)Cl)N1CCNCC1 (1-thiomorpholino-3-piperazino-5-chloro-isoquinoline), OO (hydrogen peroxide). Run in S(O)(O)(=O)=O (sulfuric acid). Product: O=S1CCN(CC1)C1=NC(=CC2=C(C=CC=C12)Cl)N1CCNCC1 (1-(1-Oxido-thiomorpholino)-3-piperazino-5-chloro-isoquinoline). Isolated yield 31.0%. RXN SMILES: [S:1]1[CH2:6][CH2:5][N:4]([C:7]2[C:16]3[C:11](=[C:12]([Cl:17])[CH:13]=[CH:14][CH:15]=3)[CH:10]=[C:9]([N:18]3[CH2:23][CH2:22][NH:21][CH2:20][CH2:19]3)[N:8]=2)[CH2:3][CH2:2]1.OO.C([OH:29])CC>S(=O)(=O)(O)O>[O:29]=[S:1]1[CH2:6][CH2:5][N:4]([C:7]2[C:16]3[C:11](=[C:12]([Cl:17])[CH:13]=[CH:14][CH:15]=3)[CH:10]=[C:9]([N:18]3[CH2:23][CH2:22][NH:21][CH2:20][CH2:19]3)[N:8]=2)[CH2:3][CH2:2]1. Procedure details: 1-(1-Oxido-thiomorpholino)-3-piperazino-5-chloro-isoquinoline was prepared analogous to Example 12 from 1-thiomorpholino-3-piperazino-5-chloro-isoquinoline in dilute sulfuric acid by oxidation with hydrogen peroxide. M.p. 215°-217°C (from n-propanol); yield: 31% of theory. Reactants: ClC1=C(OCC(=O)O)C=CC(=C1Cl)C(C1=CC=C(C=C1)O)=O (2,3-dichloro-4-(4'-hydroxybenzoyl)phenoxyacetic acid), C(C)O (ethanol), S(O)(O)(=O)=O (sulfuric acid). Run in C(CCl)Cl (ethylene dichloride). Conditions: time 8 hour. Yields the product ClC1=C(OCC(=O)OCC)C=CC(=C1Cl)C(C1=CC=C(C=C1)O)=O (Ethyl 2,3-dichloro-4-(4'-hydroxybenzoyl)phenoxyacetate). The yield is 93.0%. RXN SMILES: [Cl:1][C:2]1[C:12]([Cl:13])=[C:11]([C:14](=[O:22])[C:15]2[CH:20]=[CH:19][C:18]([OH:21])=[CH:17][CH:16]=2)[CH:10]=[CH:9][C:3]=1[O:4][CH2:5][C:6]([OH:8])=[O:7].[CH2:23](O)[CH3:24].S(=O)(=O)(O)O>C(Cl)CCl>[Cl:1][C:2]1[C:12]([Cl:13])=[C:11]([C:14](=[O:22])[C:15]2[CH:16]=[CH:17][C:18]([OH:21])=[CH:19][CH:20]=2)[CH:10]=[CH:9][C:3]=1[O:4][CH2:5][C:6]([O:8][CH2:23][CH3:24])=[O:7]. Procedure details: An 85.38 g. (0.25 mole) portion of 2,3-dichloro-4-(4'-hydroxybenzoyl)phenoxyacetic acid, 34.5 g. (0.75 mole) of ethanol, and 100 ml. of ethylene dichloride, using 3.5 ml. of sulfuric acid as the catalyst was mixed and refluxed with stirring overnight according to the procedure of Clinton and Laskowski, J.A.C.S. 70 3135, 1948. The acid gradually went into solution. The reaction layer was cooled, separated and the organic layer washed successively with water, twice with KHCO3 solution and finally ... Reactants: O1CCN(CC1)CCO (2-morpholinoethanol), NC1=C2C(OCC2=C(C(=C1C/C=C(/CCC(=O)O)\C)OC)C)=O ((E)-6-(4-amino-1,3-dihydro-6-methoxy-7-methyl-3-oxoisobenzofuran-5-yl)-4-methyl-4-hexenoic acid). The solvent is C1(=CC=CC=C1)C (toluene), C1(=CC=CC=C1)C (toluene). Reaction conditions: temperature 117 celsius, time 2 hour. Yields the product NC1=C2C(OCC2=C(C(=C1C/C=C(/CCC(=O)OCCN1CCOCC1)\C)OC)C)=O (2-(morpholin-4-yl)ethyl (E)-6-(4-amino-1,3-dihydro-6-methoxy-7-methyl-3-oxoisobenzofuran-5-yl)-4-methyl-4-hexenoate). Reaction SMILES: [NH2:1][C:2]1[C:10]([CH2:11]/[CH:12]=[C:13](\[CH3:19])/[CH2:14][CH2:15][C:16]([OH:18])=[O:17])=[C:9]([O:20][CH3:21])[C:8]([CH3:22])=[C:7]2[C:3]=1[C:4](=[O:23])[O:5][CH2:6]2.[O:24]1[CH2:29][CH2:28][N:27]([CH2:30][CH2:31]O)[CH2:26][CH2:25]1>C1(C)C=CC=CC=1>[NH2:1][C:2]1[C:10]([CH2:11]/[CH:12]=[C:13](\[CH3:19])/[CH2:14][CH2:15][C:16]([O:18][CH2:31][CH2:30][N:27]2[CH2:28][CH2:29][O:24][CH2:25][CH2:26]2)=[O:17])=[C:9]([O:20][CH3:21])[C:8]([CH3:22])=[C:7]2[C:3]=1[C:4](=[O:23])[O:5][CH2:6]2. Procedure details: 7 g (0.02 moles) of (E)-6-(4-amino-1,3-dihydro-6-methoxy-7-methyl-3-oxoisobenzofuran-5-yl)-4-methyl-4-hexenoic acid and toluene (25 ml) are warmed gently to form a solution. A slight excess (1.05 molar equivalents) of 2-morpholinoethanol (3 g, 0.021 moles) and toluene (25 ml) are added. The reaction mixture is stirred for half an hour and then heated to reflux at an initial pot temperature of 117° C. (which increases a few degrees during reflux) under a Dean-Stark trap for 80 hours. The reaction... The reactants are P(OC(C)C)(OC(C)C)OC(C)C (triisopropyl phosphite), P(Cl)(Cl)Cl (phosphorus trichloride), BrC[C@H]1O[C@@H](OC1)OC(C)C (trans 4-(bromomethyl)-2-isopropoxy-1,3-dioxolane). Reagents/catalysts: [Cl-].[Zn+2].[Cl-] (zinc chloride). Run at temperature 0 celsius, time 10 hour. Product: BrC[C@H]1O[C@@H](OC1)P(=O)(OC(C)C)OC(C)C (trans 4-(bromomethyl)-2-(diisopropyloxyphosphinoyl)-1,3-dioxolane). The yield is 72.0%. As a reaction SMILES: [Br:1][CH2:2][C@@H:3]1[CH2:7][O:6][C@@H:5](OC(C)C)[O:4]1.[P:12]([O:21]C(C)C)([O:17][CH:18]([CH3:20])[CH3:19])[O:13][CH:14]([CH3:16])[CH3:15].P(Cl)(Cl)Cl>[Cl-].[Zn+2].[Cl-]>[Br:1][CH2:2][C@@H:3]1[CH2:7][O:6][C@@H:5]([P:12]([O:17][CH:18]([CH3:20])[CH3:19])([O:13][CH:14]([CH3:16])[CH3:15])=[O:21])[O:4]1 |f:3.4.5|. Reported procedure: To the mixture of cis and trans 4-(bromomethyl)-2-isopropoxy-1,3-dioxolane (example 2) (6.13 g, 9:1 of isopropoxy:methoxy) was added triisopropyl phosphite (4.43 mL, 18.0 mmol, 0.66 eq.), phosphorus trichloride (0.784 mL, 8.99 mmol, 0.33 eq.) and zinc chloride (few milligrams) at 0° C. The mixture was stirred at 0° C. for 2 hr and at room temperature for 10 hr. The crude mixture of cis and trans isomers in a 2:5 ratio was purified by flash chromatography on silica gel using dichloromethane:ethyl... The reactants are COc1nc(Cl)c(Br)c(OC)n1, [Li]CCCC, C1CCOC1, CC(C)=O. Product: COc1nc(Cl)c(C(C)(C)O)c(OC)n1. RXN SMILES: [Br:1][c:2]1[c:3]([Cl:12])[n:4][c:5]([O:10][CH3:11])[n:6][c:7]1[O:8][CH3:9].[CH2:13]([Li:14])[CH2:15][CH2:16][CH3:17].[CH2:22]1[O:23][CH2:24][CH2:25][CH2:26]1.[CH3:18][C:19]([CH3:20])=[O:21]>>[c:2]1([C:19]([CH3:18])([CH3:20])[OH:21])[c:3]([Cl:12])[n:4][c:5]([O:10][CH3:11])[n:6][c:7]1[O:8][CH3:9]. Reactants: CC#N, ClCCl, O=C1CCC(=O)N1Br, COC(=O)c1ncn2c1CN(C(=O)OC(C)(C)C)CC2. The product is COC(=O)c1nc(Br)n2c1CN(C(=O)OC(C)(C)C)CC2. As a reaction SMILES: [CH3:29][C:30]#[N:31].[Cl:32][CH2:33][Cl:34].[O:21]=[C:22]1[N:23]([Br:28])[C:24](=[O:25])[CH2:26][CH2:27]1.[c:1]1([C:17](=[O:18])[O:19][CH3:20])[n:2][cH:3][n:4]2[c:5]1[CH2:6][N:7]([C:10](=[O:11])[O:12][C:13]([CH3:14])([CH3:15])[CH3:16])[CH2:8][CH2:9]2>>[c:1]1([C:17](=[O:18])[O:19][CH3:20])[n:2][c:3]([Br:28])[n:4]2[c:5]1[CH2:6][N:7]([C:10](=[O:11])[O:12][C:13]([CH3:14])([CH3:15])[CH3:16])[CH2:8][CH2:9]2.